This data is from the Open Reaction Database (ORD), a public repository of structured organic reaction records. The task is: describe an organic reaction: reactants, conditions, products, and yield Reactants: O=[N+]([O-])c1c(F)c(F)c(OCc2ccccc2)c(F)c1F, C=CC[O-], CC#N, [Na+]. The product is C=CCOc1c(F)c(OCc2ccccc2)c(F)c(F)c1[N+](=O)[O-]. RXN SMILES: [CH2:1]([c:2]1[cH:3][cH:4][cH:5][cH:6][cH:7]1)[O:8][c:9]1[c:10]([F:21])[c:11]([F:20])[c:12]([N+:17](=[O:18])[O-:19])[c:13]([F:16])[c:14]1[F:15].[CH2:22]([CH:23]=[CH2:24])[O-:25].[CH3:27][C:28]#[N:29].[Na+:26]>>[CH2:1]([c:2]1[cH:3][cH:4][cH:5][cH:6][cH:7]1)[O:8][c:9]1[c:10]([F:21])[c:11]([F:20])[c:12]([N+:17](=[O:18])[O-:19])[c:13]([O:25][CH2:22][CH:23]=[CH2:24])[c:14]1[F:15]. Starting materials: NC1=C(C2=C(COCC2)S1)C(=O)C1=CC=C(C=C1)C ((2-amino-4,7-dihydro-5H-thieno[2,3-c]pyran-3-yl)-(p-tolyl)-methanone), Cl[Si](C)(C)C (chlorotrimethylsilane), CN(C)C=O (DMF). Product: CC1=NC=2SC=3COCCC3C2C(=C1CC(=O)OC)C1=CC=C(C=C1)C (Methyl [2-methyl-4-(p-tolyl)-5,8-dihydro-6H-7-oxa-9-thia-1-aza-fluoren-3-yl]acetate). The yield is 36.0%. Reaction SMILES: [NH2:1][C:2]1[S:10][C:5]2[CH2:6][O:7][CH2:8][CH2:9][C:4]=2[C:3]=1[C:11]([C:13]1[CH:18]=[CH:17][C:16]([CH3:19])=[CH:15][CH:14]=1)=O.Cl[Si](C)(C)C.CN([CH:28]=[O:29])C>>[CH3:2][C:3]1[C:4]([CH2:5][C:6]([O:29][CH3:28])=[O:7])=[C:11]([C:13]2[CH:18]=[CH:17][C:16]([CH3:19])=[CH:15][CH:14]=2)[C:3]2[C:4]3[CH2:9][CH2:8][O:7][CH2:6][C:5]=3[S:10][C:2]=2[N:1]=1. Procedure details: This compound was prepared according to the procedure B from (2-amino-4,7-dihydro-5H-thieno[2,3-c]pyran-3-yl)-(p-tolyl)-methanone (0.546 g; 2 mmol), methyl levunilate (0.282 mL; 2.2 mmol), chlorotrimethylsilane (1 mL; 8 mmol) in DMF (8 mL) for 22 h. Purification by flash chromatography on silica gel using a gradient of ethyl acetate (2-80%) in heptane furnished 0.270 g (36%) of the title compound as a yellow solid. Starting materials: NC1=NC(=CC(=N1)N1C[C@H](OC[C@H]1C)C(=O)NC1=CC=CC=C1)C1=CC(=C(C=C1)C#N)F ((2S,5R)-4-[2-amino-6-(4-cyano-3-fluorophenyl)-4-pyrimidinyl]-5-methyl-N-phenyl-2-morpholinecarboxamide), O.NN (Hydrazine monohydrate). Solvent: C(C)O (ethanol). Reaction conditions: temperature 100 celsius. Product: [NH4+].[OH-] (NH4OH), NC1=NC(=CC(=N1)N1C[C@H](OC[C@H]1C)C(=O)NC1=CC=CC=C1)C1=CC=C2C(=NNC2=C1)N ((2S,5R)-4-[2-Amino-6-(3-amino-1H-indazol-6-yl)-4-pyrimidinyl]-5-methyl-N-phenyl-2-morpholinecarboxamide). Isolated yield 62.1%. Reaction SMILES: [NH2:1][C:2]1[N:7]=[C:6]([N:8]2[C@H:13]([CH3:14])[CH2:12][O:11][C@H:10]([C:15]([NH:17][C:18]3[CH:23]=[CH:22][CH:21]=[CH:20][CH:19]=3)=[O:16])[CH2:9]2)[CH:5]=[C:4]([C:24]2[CH:29]=[CH:28][C:27]([C:30]#[N:31])=[C:26](F)[CH:25]=2)[N:3]=1.O.[NH2:34][NH2:35]>C(O)C>[NH4+:1].[OH-:11].[NH2:1][C:2]1[N:7]=[C:6]([N:8]2[C@H:13]([CH3:14])[CH2:12][O:11][C@H:10]([C:15]([NH:17][C:18]3[CH:23]=[CH:22][CH:21]=[CH:20][CH:19]=3)=[O:16])[CH2:9]2)[CH:5]=[C:4]([C:24]2[CH:25]=[C:26]3[C:27]([C:30]([NH2:31])=[N:34][NH:35]3)=[CH:28][CH:29]=2)[N:3]=1 |f:1.2,4.5|. Procedure: (2S,5R)-4-[2-amino-6-(4-cyano-3-fluorophenyl)-4-pyrimidinyl]-5-methyl-N-phenyl-2-morpholinecarboxamide (57 mg, 0.132 mmol) was dissolved in ethanol (3 mL) with stirring in a 5 mL microwave vessel. Hydrazine monohydrate (150 μL, 3.09 mmol) was added, and the mixture was capped and heated at 100° C. in an oil bath for 24 hours. The mixture was partitioned between EtOAc and water, and the aqueous layer was extracted with EtOAc. The combined organics were washed with brine, dried (MgSO4) filtered an... The reactants are C1(CC1)COC=1C(=C(C=CC1OC)C=1C=C2COC(C2=CC1)=O)OCOC (5-(3-(cyclopropylmethoxy)-4-methoxy-2-(methoxymethoxy)phenyl)isobenzofuran-1(3H)-one), Cl (hydrochloride). Solvent: CO (methanol). Conditions: time 2 hour. Product: C1(CC1)COC=1C(=C(C=CC1OC)C=1C=C2COC(C2=CC1)=O)O (5-(3-(Cyclopropylmethoxy)-2-hydroxy-4-methoxyphenyl)isobenzofuran-1(3H)-one). The yield is 75.7%. Reaction SMILES: [CH:1]1([CH2:4][O:5][C:6]2[C:7]([O:24]COC)=[C:8]([C:14]3[CH:15]=[C:16]4[C:20](=[CH:21][CH:22]=3)[C:19](=[O:23])[O:18][CH2:17]4)[CH:9]=[CH:10][C:11]=2[O:12][CH3:13])[CH2:3][CH2:2]1.Cl>CO>[CH:1]1([CH2:4][O:5][C:6]2[C:7]([OH:24])=[C:8]([C:14]3[CH:15]=[C:16]4[C:20](=[CH:21][CH:22]=3)[C:19](=[O:23])[O:18][CH2:17]4)[CH:9]=[CH:10][C:11]=2[O:12][CH3:13])[CH2:3][CH2:2]1. Procedure: To a stirring solution of 5-(3-(cyclopropylmethoxy)-4-methoxy-2-(methoxymethoxy)phenyl)isobenzofuran-1(3H)-one (1.5 g, 4.05 mmol) in methanol (25 mL) was added concentrated hydrochloride (5 mL) and the reaction mixture was stirred for 2 h at RT. The reaction mixture was concentrated under reduced pressure and the obtained residue was basified with sodium bicarbonate solution and then extracted with dichloromethane (3×). The combined dichloromethane layers were washed with brine, dried over sodiu... Starting materials: C1CCOC1, [Li]CCCC, CCCCCC(=O)O, CC(C)NC(C)C, O=C1CCN(C(=O)OCc2ccccc2)CC1. Yields the product CCCCC(C(=O)O)C1(O)CCN(C(=O)OCc2ccccc2)CC1. RXN SMILES: [CH2:38]1[O:39][CH2:40][CH2:41][CH2:42]1.[CH2:8]([Li:9])[CH2:10][CH2:11][CH3:12].[CH3:13][CH2:14][CH2:15][CH2:16][CH2:17][C:18]([OH:19])=[O:20].[CH:1]([NH:2][CH:3]([CH3:4])[CH3:5])([CH3:6])[CH3:7].[O:21]=[C:22]1[CH2:23][CH2:24][N:25]([C:28](=[O:29])[O:30][CH2:31][c:32]2[cH:33][cH:34][cH:35][cH:36][cH:37]2)[CH2:26][CH2:27]1>>[CH3:13][CH2:14][CH2:15][CH2:16][CH:17]([C:18]([OH:19])=[O:20])[C:22]1([OH:21])[CH2:23][CH2:24][N:25]([C:28](=[O:29])[O:30][CH2:31][c:32]2[cH:33][cH:34][cH:35][cH:36][cH:37]2)[CH2:26][CH2:27]1. Starting materials: CC(C)(C)OC(=O)N1CCC(c2cc(O)nc(N3CCCCC3)n2)CC1, Cl, C1COCCO1. Product: Cl, Oc1cc(C2CCNCC2)nc(N2CCCCC2)n1. RXN SMILES: [C:1]([O:2][C:3](=[O:4])[N:8]1[CH2:9][CH2:10][CH:11]([c:14]2[n:15][c:16]([N:21]3[CH2:22][CH2:23][CH2:24][CH2:25][CH2:26]3)[n:17][c:18]([OH:20])[cH:19]2)[CH2:12][CH2:13]1)([CH3:5])([CH3:6])[CH3:7].[ClH:27].[O:28]1[CH2:29][CH2:30][O:31][CH2:32][CH2:33]1>>[ClH:27].[NH:8]1[CH2:9][CH2:10][CH:11]([c:14]2[n:15][c:16]([N:21]3[CH2:22][CH2:23][CH2:24][CH2:25][CH2:26]3)[n:17][c:18]([OH:20])[cH:19]2)[CH2:12][CH2:13]1.